This data is from the Open Reaction Database (ORD), a public repository of structured organic reaction records. The task is: describe an organic reaction: reactants, conditions, products, and yield Starting materials: ClC1=C(C(=O)NC(C)C2=CN=C(N=N2)NC2=CC=C(C=C2)OC)C=CC=C1 (2-chloro-N-[1-(3-{[4-(methyloxy)phenyl]amino}-1,2,4-triazin-6-yl)ethyl]benzamide), ClC1=C(C(=O)NC(C)C2=CN=C(N=N2)NC2=CC=C(C=C2)OC)C=CC=C1 (2-chloro-N-[1-(3-{[4-(methyloxy)phenyl]amino}-1,2,4-triazin-6-yl)ethyl]benzamide), P(=O)(Cl)(Cl)Cl (phosphorus oxychloride). The solvent is ClCCCl (1,2-dichloroethane). The product is ClC1=C(C=CC=C1)C1=NC(=C2C=NC(=NN21)NC2=CC=C(C=C2)OC)C (7-(2-chlorophenyl)-5-methyl-N-[4-(methyloxy)phenyl]imidazo[5,1-f][1,2,4]triazin-2-amine). Isolated yield 32.3%. RXN SMILES: [Cl:1][C:2]1[CH:27]=[CH:26][CH:25]=[CH:24][C:3]=1[C:4]([NH:6][CH:7]([C:9]1[N:14]=[N:13][C:12]([NH:15][C:16]2[CH:21]=[CH:20][C:19]([O:22][CH3:23])=[CH:18][CH:17]=2)=[N:11][CH:10]=1)[CH3:8])=O.P(Cl)(Cl)(Cl)=O>ClCCCl>[Cl:1][C:2]1[CH:27]=[CH:26][CH:25]=[CH:24][C:3]=1[C:4]1[N:14]2[C:9]([CH:10]=[N:11][C:12]([NH:15][C:16]3[CH:21]=[CH:20][C:19]([O:22][CH3:23])=[CH:18][CH:17]=3)=[N:13]2)=[C:7]([CH3:8])[N:6]=1. Reported procedure: Applying the Cyclization Procedure 1, 2-chloro-N-[1-(3-{[4-(methyloxy)phenyl]amino}-1,2,4-triazin-6-yl)ethyl]benzamide (Intermediate 53) (127 mg, 0.33 mmol), 1,2-dichloroethane (6.6 mL) and phosphorus oxychloride (0.250+0.154 mL, 4.33 mmol), to afford 7-(2-chlorophenyl)-5-methyl-N-[4-(methyloxy)phenyl]imidazo[5,1-f][1,2,4]triazin-2-amine (39 mg) as a yellow solid. MS m/z 366 (M+1). Reactants: BrB(Br)Br, ClCCl, COc1cccc2c(=O)c3ccccc3oc12, CO, N. The product is O=c1c2ccccc2oc2c(O)cccc12. Reaction SMILES: [B:18]([Br:19])([Br:20])[Br:21].[CH2:23]([Cl:24])[Cl:25].[CH3:1][O:2][c:3]1[cH:4][cH:5][cH:6][c:7]2[c:8](=[O:17])[c:9]3[cH:10][cH:11][cH:12][cH:13][c:14]3[o:15][c:16]12.[CH3:26][OH:27].[NH3:22]>>[OH:2][c:3]1[cH:4][cH:5][cH:6][c:7]2[c:8](=[O:17])[c:9]3[cH:10][cH:11][cH:12][cH:13][c:14]3[o:15][c:16]12. Reactants: [N+](=O)(O)[O-] (nitric acid), S(O)(O)(=O)=O (sulfuric acid), S(=O)(=O)(C1=CC=C(C)C=C1)OC1=C(C(OS(=O)(=O)C2=CC=C(C)C=C2)=CC=C1)NC(C)=O (2-acetamidoresorcinol ditosylate), ice water, [N+](=O)(O)[O-] (nitric acid). Run in C(C)(=O)OC(C)=O (acetic anhydride), C(C)(=O)OC(C)=O (acetic anhydride). Product: S(=O)(=O)(C1=CC=C(C)C=C1)OC1=C(C(OS(=O)(=O)C2=CC=C(C)C=C2)=CC(=C1)[N+](=O)[O-])NC(C)=O (2-Acetamido-5-nitroresorcinol ditosylate). Yield: 76.1%. Reaction SMILES: [S:1]([O:11][C:12]1[CH:28]=[CH:27][CH:26]=[C:14]([O:15][S:16]([C:19]2[CH:25]=[CH:24][C:22]([CH3:23])=[CH:21][CH:20]=2)(=[O:18])=[O:17])[C:13]=1[NH:29][C:30](=[O:32])[CH3:31])([C:4]1[CH:10]=[CH:9][C:7]([CH3:8])=[CH:6][CH:5]=1)(=[O:3])=[O:2].[N+:33]([O-])([OH:35])=[O:34].S(=O)(=O)(O)O>C(OC(=O)C)(=O)C>[S:1]([O:11][C:12]1[CH:28]=[C:27]([N+:33]([O-:35])=[O:34])[CH:26]=[C:14]([O:15][S:16]([C:19]2[CH:25]=[CH:24][C:22]([CH3:23])=[CH:21][CH:20]=2)(=[O:18])=[O:17])[C:13]=1[NH:29][C:30](=[O:32])[CH3:31])([C:4]1[CH:5]=[CH:6][C:7]([CH3:8])=[CH:9][CH:10]=1)(=[O:3])=[O:2]. Procedure details: A solution of 2-acetamidoresorcinol ditosylate (11.9 g, 0.025 mole) in acetic anhydride (75 ml) was cooled to below 15° C. Meanwhile, nitric acid (1.9 ml, 0.029 mole) was slowly added to cold acetic anhydride (20 ml) with stirring so that the temperature did not exceed 25° C. The nitric acid solution was then added to the cold acetanalide solution. Finally, the sulfuric acid (0.75 ml) was added. The mixture was stirred an additional six hours, during which time the reaction temperature rose to 3... The reactants are [H-].[Na+] (sodium hydride), N1(CCCC1)CC(=O)OCC (ethyl 1-pyrrolidineacetate), N1(CCCC1)CCO (2-(1-pyrrolidinyl)ethanol). Conditions: temperature 225 celsius. Product: N1(CCCC1)CC(=O)OCCN1CCCC1 (2-(1-PYRROLIDINYL)ETHYL 1-PYRROLIDINEACETATE). RXN SMILES: [H-].[Na+].[N:3]1([CH2:8][C:9]([O:11][CH2:12][CH3:13])=[O:10])[CH2:7][CH2:6][CH2:5][CH2:4]1.[N:14]1(CCO)[CH2:18][CH2:17][CH2:16][CH2:15]1>>[N:3]1([CH2:8][C:9]([O:11][CH2:12][CH2:13][N:14]2[CH2:18][CH2:17][CH2:16][CH2:15]2)=[O:10])[CH2:7][CH2:6][CH2:5][CH2:4]1 |f:0.1|. Reported procedure: To a mixture of 1.3 g of sodium hydride (in the form of a 60% by weight suspension in mineral oil) and 100 g (0.64 mol) of ethyl 1-pyrrolidineacetate was added 91 g of 2-(1-pyrrolidinyl)ethanol. The mixture was heated slowly to about 225° C., and the ethanol by-product was collected in a Dean-Stark trap. The reaction mixture was cooled to about 25° C., then 12 g of 1-bromopropane was added to react any alkoxide present. The sodium bromide by-product was removed by filtration. The desired product...